From a dataset of the Open Reaction Database (ORD), a public repository of structured organic reaction records. describe an organic reaction: reactants, conditions, products, and yield Starting materials: O=C([O-])O, COc1cc2c(c3c1OC(C)(C)C3)C(c1cccc(C(=O)Cl)c1)=NC(C)(C)C2, Cl, Nc1ccncc1, [Na+], c1ccncc1. Yields the product COc1cc2c(c3c1OC(C)(C)C3)C(c1cccc(C(=O)Nc3ccncc3)c1)=NC(C)(C)C2. RXN SMILES: [C:37](=[O:38])([O-:39])[OH:40].[CH3:2][O:3][c:4]1[cH:5][c:6]2[c:11]([c:12]3[c:13]1[O:14][C:15]([CH3:17])([CH3:18])[CH2:16]3)[C:10]([c:19]1[cH:20][c:21]([C:22](=[O:23])[Cl:24])[cH:25][cH:26][cH:27]1)=[N:9][C:8]([CH3:28])([CH3:29])[CH2:7]2.[ClH:1].[NH2:30][c:31]1[cH:32][cH:33][n:34][cH:35][cH:36]1.[Na+:41].[cH:42]1[cH:43][cH:44][n:45][cH:46][cH:47]1>>[CH3:2][O:3][c:4]1[cH:5][c:6]2[c:11]([c:12]3[c:13]1[O:14][C:15]([CH3:17])([CH3:18])[CH2:16]3)[C:10]([c:19]1[cH:20][c:21]([C:22](=[O:23])[NH:30][c:31]3[cH:32][cH:33][n:34][cH:35][cH:36]3)[cH:25][cH:26][cH:27]1)=[N:9][C:8]([CH3:28])([CH3:29])[CH2:7]2. Reactants: CCN(Cc1cc(Br)ccc1OCc1ccccc1)c1ccc(C(=O)O)cn1, N, CN(C)C=O. Yields the product CCN(Cc1cc(Br)ccc1OCc1ccccc1)c1ccc(C(N)=O)cn1. As a reaction SMILES: [Br:1][c:2]1[cH:3][cH:4][c:5]([O:21][CH2:22][c:23]2[cH:24][cH:25][cH:26][cH:27][cH:28]2)[c:6]([CH2:7][N:8]([CH2:9][CH3:10])[c:11]2[n:12][cH:13][c:14]([C:17](=[O:18])[OH:19])[cH:15][cH:16]2)[cH:20]1.[NH3:29].[O:30]=[CH:31][N:32]([CH3:33])[CH3:34]>>[Br:1][c:2]1[cH:3][cH:4][c:5]([O:21][CH2:22][c:23]2[cH:24][cH:25][cH:26][cH:27][cH:28]2)[c:6]([CH2:7][N:8]([CH2:9][CH3:10])[c:11]2[n:12][cH:13][c:14]([C:17](=[O:19])[NH2:29])[cH:15][cH:16]2)[cH:20]1. Starting materials: C(CCC)[Li] (n-butyllithium), C(C)(C)NC(C)C (diisopropylamine), FC(C(=O)OC)(F)F (methyl trifluoroacetate), C(C)#N (acetonitrile), Ice water, S(=O)(=O)([O-])[O-].[Na+].[Na+] (sodium sulfate). The reagents and catalysts are C1(=CC=C(C=C1)S(=O)(=O)O)C (p-toluenesulfonic acid). The solvent is CCCCCC (n-hexane), O1CCCC1 (tetrahydrofuran), O1CCCC1 (tetrahydrofuran), CCCCCC (n-hexane), O1CCCC1 (tetrahydrofuran). Conditions: temperature 0 celsius, time 30 minute. Product: FC(C(CC#N)=O)(F)F (Trifluoroacetoacetonitrile). Isolated yield 61.2%. Reaction SMILES: C([Li])CCC.[CH:6]([NH:9]C(C)C)(C)[CH3:7].[F:13][C:14]([F:20])([F:19])[C:15](OC)=[O:16].C(#N)C.S([O-])([O-])(=O)=O.[Na+].[Na+]>O1CCCC1.C1(C)C=CC(S(O)(=O)=O)=CC=1.CCCCCC>[F:13][C:14]([F:20])([F:19])[C:15](=[O:16])[CH2:7][C:6]#[N:9] |f:4.5.6|. Procedure: A solution of n-butyllithium in n-hexane (280 ml, 0.44 mole) was added to dry diisopropylamine (64 ml, 0.46 mole) dissolved in dry tetrahydrofuran (400 ml), while maintaining the mixture below 0° C. After stirring at 0° C. for 30 minutes, the mixture was cooled below -72° C. A solution of methyl trifluoroacetate (25.61 g, 0.200 mole), acetonitrile (16.42 g, 0.40 mole) in dry tetrahydrofuran (200 ml) were added dropwise, while maintaining the mixture below -72° C. and after maintaining the mixtur... Procedure: N-Iodosuccinimide (3.31 g, 20 mmol) was added in portions over 3 hours to a solution of 3-fluoro-4-methylbenzoic acid (2.27 g, 20 mmol) in trifluoromethanesulphonic acid (15 mL) kept at 0° C. Subsequently, the mixture was allowed to warm to room temperature and was stirred overnight. The reaction mixture was poured into ice/water and the precipitate that formed was collected by filtration and washed with water. The solid was dissolved in ethyl acetate, the organic layer was washed with saturated... Isolated yield 33.4%. Reactants: IN1C(CCC1=O)=O (N-Iodosuccinimide), FC=1C=C(C(=O)O)C=CC1C (3-fluoro-4-methylbenzoic acid), C([O-])([O-])=O.[Na+].[Na+] (Sodium carbonate), C1(CC1)N (cyclopropylamine), S(=O)(Cl)Cl (thionyl chloride), ice water. Yields the product C1(CC1)NC(C1=CC(=C(C(=C1)I)C)F)=O (N-Cyclopropyl-3-fluoro-5-iodo-4-methylbenzamide). Reaction conditions: time 8 hour. As a reaction SMILES: [I:1]N1C(=O)CCC1=O.[F:9][C:10]1[CH:11]=[C:12]([CH:16]=[CH:17][C:18]=1[CH3:19])[C:13]([OH:15])=O.S(Cl)(Cl)=O.C(=O)([O-])[O-].[Na+].[Na+].[CH:30]1([NH2:33])[CH2:32][CH2:31]1>FC(F)(F)S(O)(=O)=O>[CH:30]1([NH:33][C:13](=[O:15])[C:12]2[CH:16]=[C:17]([I:1])[C:18]([CH3:19])=[C:10]([F:9])[CH:11]=2)[CH2:32][CH2:31]1 |f:3.4.5|. Solvent: FC(S(=O)(=O)O)(F)F (trifluoromethanesulphonic acid). The reactants are CCCCCNC(=O)N(C)c1cccc(-c2ccc(CCC(=O)OC)cc2OCCCC)c1, CCCCC, CO, [Na+], C1CCOC1, [OH-]. Product: CCCCCNC(=O)N(C)c1cccc(-c2ccc(CCC(=O)O)cc2OCCCC)c1. As a reaction SMILES: [CH2:3]([CH2:4][CH2:5][CH3:6])[O:7][c:8]1[c:9](-[c:20]2[cH:21][c:22]([N:26]([C:27](=[O:28])[NH:29][CH2:30][CH2:31][CH2:32][CH2:33][CH3:34])[CH3:35])[cH:23][cH:24][cH:25]2)[cH:10][cH:11][c:12]([CH2:14][CH2:15][C:16](=[O:17])[O:18][CH3:19])[cH:13]1.[CH3:36][CH2:37][CH2:38][CH2:39][CH3:40].[CH3:41][OH:42].[Na+:2].[O:43]1[CH2:44][CH2:45][CH2:46][CH2:47]1.[OH-:1]>>[CH2:3]([CH2:4][CH2:5][CH3:6])[O:7][c:8]1[c:9](-[c:20]2[cH:21][c:22]([N:26]([C:27](=[O:28])[NH:29][CH2:30][CH2:31][CH2:32][CH2:33][CH3:34])[CH3:35])[cH:23][cH:24][cH:25]2)[cH:10][cH:11][c:12]([CH2:14][CH2:15][C:16](=[O:17])[OH:18])[cH:13]1. Reactants: CCOC(=O)c1ncc2[nH]c3ccc(C(=O)N4CCCCC4)cc3c2c1C, COc1ccc(P2(=S)SP(=S)(c3ccc(OC)cc3)S2)cc1, Cc1ccccc1, O. The product is CCOC(=O)c1ncc2[nH]c3ccc(C(=S)N4CCCCC4)cc3c2c1C. Reaction SMILES: [CH2:1]([CH3:2])[O:3][C:4](=[O:5])[c:6]1[n:7][cH:8][c:9]2[nH:10][c:11]3[cH:12][cH:13][c:14]([C:20](=[O:21])[N:22]4[CH2:23][CH2:24][CH2:25][CH2:26][CH2:27]4)[cH:15][c:16]3[c:17]2[c:18]1[CH3:19].[CH3:28][O:29][c:30]1[cH:31][cH:32][c:33]([P:34]2(=[S:37])[S:35][P:36]([c:38]3[cH:39][cH:40][c:41]([O:42][CH3:43])[cH:44][cH:45]3)(=[S:46])[S:47]2)[cH:48][cH:49]1.[CH3:51][c:52]1[cH:53][cH:54][cH:55][cH:56][cH:57]1.[OH2:50]>>[CH2:1]([CH3:2])[O:3][C:4](=[O:5])[c:6]1[n:7][cH:8][c:9]2[nH:10][c:11]3[cH:12][cH:13][c:14]([C:20]([N:22]4[CH2:23][CH2:24][CH2:25][CH2:26][CH2:27]4)=[S:37])[cH:15][c:16]3[c:17]2[c:18]1[CH3:19]. The reactants are ice water, solution, C(CCC)[Li] (n-butyllithium), C(C)(C)SC(C(=O)OCC)C (ethyl 2-(isopropylthio)propionate), Cl (hydrochloric acid), CI (methyl iodide), C[Si](N[Si](C)(C)C)(C)C (1,1,1,3,3,3-hexamethyldisilazane). Solvent: O1CCCC1 (tetrahydrofuran), O1CCCC1 (tetrahydrofuran). Conditions: temperature 0 celsius, time 30 minute. Yields the product C(C)(C)SC(C(=O)OCC)(C)C (Ethyl 2-(isopropylthio)-2-methylpropionate). Reaction SMILES: C[Si](C)(C)N[Si](C)(C)C.[CH2:10]([Li])CCC.[CH:15]([S:18][CH:19]([CH3:25])[C:20]([O:22][CH2:23][CH3:24])=[O:21])([CH3:17])[CH3:16].CI.Cl>O1CCCC1>[CH:15]([S:18][C:19]([CH3:10])([CH3:25])[C:20]([O:22][CH2:23][CH3:24])=[O:21])([CH3:17])[CH3:16]. Reported procedure: A solution of 1,1,1,3,3,3-hexamethyldisilazane (10.4 mL, 48 mmol) in tetrahydrofuran is cooled to 0° C., treated with a 2.04 M solution of n-butyllithium in tetrahydrofuran (22.6 mL, 46 mmol), stirred at 0° C. for 30 minutes, treated dropwise with ethyl 2-(isopropylthio)propionate (7.6 g, 42 mmol), stirred at 0° C. for 1 hour, treated with methyl iodide, stirred at room temperature for 22 hours, and poured into an ice-water mixture (100 g) containing 10 mL of 6 N hydrochloric acid. The resultant...